Dataset: the Open Reaction Database (ORD), a public repository of structured organic reaction records. Task: describe an organic reaction: reactants, conditions, products, and yield Reactants: C(C)OC(=O)C=1C(=C2C(=CN1)N(C(=C2Br)Br)CC2=CC=C(C=C2)F)O (2,3-dibromo-1-(4-fluoro-benzyl)-4-hydroxy-1H-pyrrolo[2,3-c]pyridine-5-carboxylic acid ethyl ester), C(=O)[O-].[NH4+] (ammonium formate). Reagents/catalysts: [Pd] (Pd/C). The product is C(C)OC(=O)C=1C(=C2C(=CN1)N(C=C2)CC2=CC=C(C=C2)F)O (1-(4-Fluoro-benzyl)-4-hydroxy-1H-pyrrolo[2,3-c]pyridine-5-carboxylic acid ethyl ester). RXN SMILES: [CH2:1]([O:3][C:4]([C:6]1[C:7]([OH:25])=[C:8]2[C:14](Br)=[C:13](Br)[N:12]([CH2:17][C:18]3[CH:23]=[CH:22][C:21]([F:24])=[CH:20][CH:19]=3)[C:9]2=[CH:10][N:11]=1)=[O:5])[CH3:2].C([O-])=O.[NH4+]>[Pd]>[CH2:1]([O:3][C:4]([C:6]1[C:7]([OH:25])=[C:8]2[CH:14]=[CH:13][N:12]([CH2:17][C:18]3[CH:23]=[CH:22][C:21]([F:24])=[CH:20][CH:19]=3)[C:9]2=[CH:10][N:11]=1)=[O:5])[CH3:2] |f:1.2|. Procedure details: Prepared in analogy to that of Example 6(a) from 2,3-dibromo-1-(4-fluoro-benzyl)-4-hydroxy-1H-pyrrolo[2,3-c]pyridine-5-carboxylic acid ethyl ester, ammonium formate and Pd/C. The title compound, ESI MS (m/z): 315 (M+H)+. Reactants: FC(C1=C(C(C(=O)O)=CC=C1C(F)(F)F)C(=O)O)(F)F (3,4-Bis(trifluoromethyl)phtalic acid), B#B (diborane). Solvent: O1CCCC1 (tetrahydrofuran), O1CCCC1 (tetrahydrofuran). Yields the product FC(C1=C(C(=CC=C1C(F)(F)F)CO)CO)(F)F (3,4-bis(trifluoro- methyl)-1,2-benzenedimethanol). As a reaction SMILES: [F:1][C:2]([F:20])([F:19])[C:3]1[C:11]([C:12]([F:15])([F:14])[F:13])=[CH:10][CH:9]=[C:5]([C:6](O)=[O:7])[C:4]=1[C:16](O)=[O:17].B#B>O1CCCC1>[F:1][C:2]([F:19])([F:20])[C:3]1[C:11]([C:12]([F:14])([F:15])[F:13])=[CH:10][CH:9]=[C:5]([CH2:6][OH:7])[C:4]=1[CH2:16][OH:17]. Procedure: 3,4-Bis(trifluoromethyl)phtalic acid (33 g., 0.11 mol.) in 70 ml. of tetrahydrofuran is refluxed with 450 ml. of 1.0 M diborane in tetrahydrofuran for four hours. Excess diborane is destroyed with water to yield 3,4-bis(trifluoro- methyl)-1,2-benzenedimethanol. RXN SMILES: [CH3:1][c:2]1[c:3](-[c:11]2[c:12]([CH:17]([CH3:18])[CH3:19])[cH:13][n:14][n:15]2[CH3:16])[cH:4][c:5]([C:7](=[O:8])[O:9][CH3:10])[s:6]1.[Na+:21].[O:22]1[CH2:23][CH2:24][CH2:25][CH2:26]1.[OH-:20]>>[CH3:1][c:2]1[c:3](-[c:11]2[c:12]([CH:17]([CH3:18])[CH3:19])[cH:13][n:14][n:15]2[CH3:16])[cH:4][c:5]([C:7](=[O:8])[OH:9])[s:6]1. The product is Cc1sc(C(=O)O)cc1-c1c(C(C)C)cnn1C. The reactants are COC(=O)c1cc(-c2c(C(C)C)cnn2C)c(C)s1, [Na+], C1CCOC1, [OH-].